From a dataset of the Open Reaction Database (ORD), a public repository of structured organic reaction records. describe an organic reaction: reactants, conditions, products, and yield Reactants: C[Mg]Cl (methylmagnesium chloride), [Li] (lithium), aryllithium, IC1=CC=C(C=C1)C (p-iodotoluene), N1N=NN=C1 (tetrazole), C(CCC)[Li] (n-butyllithium), C(C1=CC=CC=C1)(C1=CC=CC=C1)(C1=CC=CC=C1)N1N=C(N=N1)C1=CC=CC=C1 ((2-Trityltetrazol-5-yl)benzene). Reagents/catalysts: Cl[Ni]([P](C1=CC=CC=C1)(C2=CC=CC=C2)C3=CC=CC=C3)([P](C4=CC=CC=C4)(C5=CC=CC=C5)C6=CC=CC=C6)Cl ((PPh3)2NiCl2), [Zn] (zinc), [Cl-].[Zn+2].[Cl-] (zinc chloride), [Zn] (zinc), [Ni] (nickel). Run in C1CCOC1 (THF), C1CCOC1 (THF), C1CCOC1 (THF). Run at temperature -10 celsius, time 30 minute. Product: C(C1=CC=CC=C1)(C1=CC=CC=C1)(C1=CC=CC=C1)N1N=C(N=N1)C1=C(C=CC=C1)C1=CC=C(C=C1)C (1-(2-Trityltetrazol-5-yl)-2-(4-tolyl)benzene). As a reaction SMILES: [C:1]([N:20]1[N:24]=[N:23][C:22]([C:25]2[CH:30]=[CH:29][CH:28]=[CH:27][CH:26]=2)=[N:21]1)([C:14]1[CH:19]=[CH:18][CH:17]=[CH:16][CH:15]=1)([C:8]1[CH:13]=[CH:12][CH:11]=[CH:10][CH:9]=1)[C:2]1[CH:7]=[CH:6][CH:5]=[CH:4][CH:3]=1.N1C=NN=N1.C([Li])CCC.[Li].C[Mg]Cl.I[C:46]1[CH:51]=[CH:50][C:49]([CH3:52])=[CH:48][CH:47]=1>C1COCC1.[Ni].[Cl-].[Zn+2].[Cl-].Cl[Ni](Cl)([P](C1C=CC=CC=1)(C1C=CC=CC=1)C1C=CC=CC=1)[P](C1C=CC=CC=1)(C1C=CC=CC=1)C1C=CC=CC=1.[Zn]>[C:1]([N:20]1[N:24]=[N:23][C:22]([C:25]2[CH:30]=[CH:29][CH:28]=[CH:27][C:26]=2[C:46]2[CH:51]=[CH:50][C:49]([CH3:52])=[CH:48][CH:47]=2)=[N:21]1)([C:14]1[CH:19]=[CH:18][CH:17]=[CH:16][CH:15]=1)([C:8]1[CH:9]=[CH:10][CH:11]=[CH:12][CH:13]=1)[C:2]1[CH:7]=[CH:6][CH:5]=[CH:4][CH:3]=1 |f:8.9.10,^1:40,64,83|. Procedure: (2-Trityltetrazol-5-yl)benzene (25.0 g) was dissolved in dry THF (250 mL) and the solution of the tetrazole was cooled to -20° C. and n-butyllithium (28.3 mL, 2.5M in hexanes) was added. The mixture was gradually warmed to -10° C. over 1 hour and then aged at this temperature for an additional 30 minutes. A 1.4M THF solution of zinc chloride (51.3 mL) was then added to the aryllithium reagent prepared above while maintaining the lithium reagent solution at ≤0° C. In another flask an activated ni... Starting materials: C(C)OCC=1N(C2=C(C=NC=3C=CC=CC23)N1)CCOCC#C (2-(ethoxymethyl)-1-[2-(prop-2-ynyloxy)ethyl]-1H-imidazo[4,5-c]quinoline), IC1=CC=CC=C1 (iodobenzene). Run at time 50 minute. Yields the product C(C)OCC=1N(C2=C(C=NC=3C=CC=CC23)N1)CCOCC#CC1=CC=CC=C1 (2-(ethoxymethyl)-1-{2-[(3-phenylprop-2-ynyl)oxy]ethyl}-1H-imidazo[4,5-c]quinoline). The yield is 78.5%. RXN SMILES: [CH2:1]([O:3][CH2:4][C:5]1[N:6]([CH2:18][CH2:19][O:20][CH2:21][C:22]#[CH:23])[C:7]2[C:16]3[CH:15]=[CH:14][CH:13]=[CH:12][C:11]=3[N:10]=[CH:9][C:8]=2[N:17]=1)[CH3:2].I[C:25]1[CH:30]=[CH:29][CH:28]=[CH:27][CH:26]=1>>[CH2:1]([O:3][CH2:4][C:5]1[N:6]([CH2:18][CH2:19][O:20][CH2:21][C:22]#[C:23][C:25]2[CH:30]=[CH:29][CH:28]=[CH:27][CH:26]=2)[C:7]2[C:16]3[CH:15]=[CH:14][CH:13]=[CH:12][C:11]=3[N:10]=[CH:9][C:8]=2[N:17]=1)[CH3:2]. Procedure: Using the general method of Example 12 Part A, 2-(ethoxymethyl)-1-[2-(prop-2-ynyloxy)ethyl]-1H-imidazo[4,5-c]quinoline (1.5 g, 4.13 mmol) was reacted with iodobenzene (0.51 mL, 4.54 mmol) at 40° C. After 50 minutes the reaction was judged complete. The volatiles were removed under reduced pressure and the resulting oil was partitioned between dichloromethane and 5% aqueous sodium bicarbonate. The aqueous layer was extracted with dichloromethane. The organic fractions were combined, washed with b... Reactants: B(Br)(Br)Br (boron tribromide), C(C)(C)C1(C(N(C2=CC=CC=C12)C)=O)C1=C(C=CC=C1)OC (3-isopropyl-3-(2-methoxyphenyl)-1-methylindolin-2-one). Run in C(Cl)Cl (methylene chloride), C(Cl)Cl (methylene chloride). Run at time 30 minute. Product: OC1=C(C=CC=C1)C1(C(N(C2=CC=CC=C12)C)=O)C(C)C (3-(2-Hydroxyphenyl)-3-isopropyl-1-methylindolin-2-one). As a reaction SMILES: B(Br)(Br)Br.[CH:5]([C:8]1([C:19]2[CH:24]=[CH:23][CH:22]=[CH:21][C:20]=2[O:25]C)[C:16]2[C:11](=[CH:12][CH:13]=[CH:14][CH:15]=2)[N:10]([CH3:17])[C:9]1=[O:18])([CH3:7])[CH3:6]>C(Cl)Cl>[OH:25][C:20]1[CH:21]=[CH:22][CH:23]=[CH:24][C:19]=1[C:8]1([CH:5]([CH3:7])[CH3:6])[C:16]2[C:11](=[CH:12][CH:13]=[CH:14][CH:15]=2)[N:10]([CH3:17])[C:9]1=[O:18]. Procedure details: A solution of 1.92 ml (0.02 mol) of boron tribromide in 20 ml of methylene chloride is added dropwise over the course of 1 hour to 5.9 g (0.02 mol) of 3-isopropyl-3-(2-methoxyphenyl)-1-methylindolin-2-one in 75 ml of methylene chloride at 0° C. After 30 minutes, the mixture is poured onto ice-water, and the organic phase is washed with water, dried and evaporated. The residue is triturated with cold toluene and is filtered off with suction. 4.8 g, melting point 172°-174° C. Starting materials: FC1=C(C=CC=C1C(F)(F)F)[N+](=O)[O-] (2-fluoro-1-nitro-3-(trifluoromethyl)benzene), N([C@@H](CO)C(=O)O)C(=O)OC(C)(C)C (BOC-Ser-OH), [H-].[Na+] (NaH), Cl (HCl). Run in CN(C)C=O (DMF), O (H2O), CN(C)C=O (DMF), CN(C)C=O (DMF). Reaction conditions: temperature 0 celsius, time 1 hour. Product: C(C)(C)(C)OC(=O)N[C@H](C(=O)O)COC1=C(C=CC=C1C(F)(F)F)[N+](=O)[O-] ((S)-2-(tert-butoxycarbonylamino)-3-(2-nitro-6-(trifluoromethyl)phenoxy)propanoic acid). Isolated yield 81.2%. As a reaction SMILES: [NH:1]([C:8]([O:10][C:11]([CH3:14])([CH3:13])[CH3:12])=[O:9])[C@H:2]([C:5]([OH:7])=[O:6])[CH2:3][OH:4].[H-].[Na+].F[C:18]1[C:23]([C:24]([F:27])([F:26])[F:25])=[CH:22][CH:21]=[CH:20][C:19]=1[N+:28]([O-:30])=[O:29].Cl>CN(C=O)C.O>[C:11]([O:10][C:8]([NH:1][C@@H:2]([CH2:3][O:4][C:18]1[C:23]([C:24]([F:27])([F:26])[F:25])=[CH:22][CH:21]=[CH:20][C:19]=1[N+:28]([O-:30])=[O:29])[C:5]([OH:7])=[O:6])=[O:9])([CH3:14])([CH3:13])[CH3:12] |f:1.2|. Procedure: A solution of BOC-Ser-OH (981 mg, 4.78 mmol) in DMF (5.00 mL) was added to a suspension of NaH (60% in mineral oil, 402 mg, 10.0 mmol) in DMF (5 mL). The mixture was stirred at 0° C. for 1 h and a solution of 2-fluoro-1-nitro-3-(trifluoromethyl)benzene (1 g, 4.78 mmol) in DMF (5 mL) was added. After 2 h the mixture was diluted with H2O and acidified to pH 3 with 1 N HCl. The mixture was extracted with EtOAc, the combined extracts dried over MgSO4, filtered and the filtrate concentrated to give a...